Dataset: the Open Reaction Database (ORD), a public repository of structured organic reaction records. Task: describe an organic reaction: reactants, conditions, products, and yield Starting materials: C1CCOC1, COC(=O)C(CCN(C(C)C)C(C)C)c1ccccc1Cl, CC(C)NC(C)C, O=C(CCl)N1CCCCC1. Product: COC(=O)C(CCN(C(C)C)C(C)C)(CC(=O)N1CCCCC1)c1ccccc1Cl. RXN SMILES: [CH2:39]1[O:40][CH2:41][CH2:42][CH2:43]1.[CH3:8][CH:9]([CH3:10])[N:11]([CH2:12][CH2:13][CH:14]([C:15](=[O:16])[O:17][CH3:18])[c:19]1[c:20]([Cl:25])[cH:21][cH:22][cH:23][cH:24]1)[CH:26]([CH3:27])[CH3:28].[CH:1]([NH:2][CH:3]([CH3:4])[CH3:5])([CH3:6])[CH3:7].[Cl:29][CH2:30][C:31](=[O:32])[N:33]1[CH2:34][CH2:35][CH2:36][CH2:37][CH2:38]1>>[CH3:8][CH:9]([CH3:10])[N:11]([CH2:12][CH2:13][C:14]([C:15](=[O:16])[O:17][CH3:18])([c:19]1[c:20]([Cl:25])[cH:21][cH:22][cH:23][cH:24]1)[CH2:30][C:31](=[O:32])[N:33]1[CH2:34][CH2:35][CH2:36][CH2:37][CH2:38]1)[CH:26]([CH3:27])[CH3:28].